Dataset: the Open Reaction Database (ORD), a public repository of structured organic reaction records. Task: describe an organic reaction: reactants, conditions, products, and yield Reactants: COC(=O)C1=C(C[C@@H](C1)C)OS(=O)(=O)C(F)(F)F ((R)-4-Methyl-2-trifluoromethanesulfonyloxy-cyclopent-1-enecarboxylic acid methyl ester), COCOC1=C(C=C(C=C1)OCOC)B(O)O (2,5-Bis-methoxymethoxy phenylboronic acid), [Li+].[Cl-] (LiCl), solution, C(=O)([O-])[O-].[Na+].[Na+] (Na2CO3). Reagents/catalysts: C=1C=CC(=CC1)[P](C=2C=CC=CC2)(C=3C=CC=CC3)[Pd]([P](C=4C=CC=CC4)(C=5C=CC=CC5)C=6C=CC=CC6)([P](C=7C=CC=CC7)(C=8C=CC=CC8)C=9C=CC=CC9)[P](C=1C=CC=CC1)(C=1C=CC=CC1)C=1C=CC=CC1 (tetrakis(triphenylphosphine)palladium). Solvent: COCCOC (DME). Run at time 2 hour. Product: COC(=O)C1=C(C[C@@H](C1)C)C1=C(C=CC(=C1)OCOC)OCOC ((S)-2-(2,5-Bis-methoxymethoxy-phenyl)-4-methyl-cyclopent-1-enecarboxylic acid methyl ester). Yield: 81.6%. Reaction SMILES: [CH3:1][O:2][C:3]([C:5]1[CH2:9][C@@H:8]([CH3:10])[CH2:7][C:6]=1OS(C(F)(F)F)(=O)=O)=[O:4].[CH3:19][O:20][CH2:21][O:22][C:23]1[CH:28]=[CH:27][C:26]([O:29][CH2:30][O:31][CH3:32])=[CH:25][C:24]=1B(O)O.[Li+].[Cl-].C([O-])([O-])=O.[Na+].[Na+]>COCCOC.C1C=CC([P]([Pd]([P](C2C=CC=CC=2)(C2C=CC=CC=2)C2C=CC=CC=2)([P](C2C=CC=CC=2)(C2C=CC=CC=2)C2C=CC=CC=2)[P](C2C=CC=CC=2)(C2C=CC=CC=2)C2C=CC=CC=2)(C2C=CC=CC=2)C2C=CC=CC=2)=CC=1>[CH3:1][O:2][C:3]([C:5]1[CH2:9][C@@H:8]([CH3:10])[CH2:7][C:6]=1[C:25]1[CH:24]=[C:23]([O:22][CH2:21][O:20][CH3:19])[CH:28]=[CH:27][C:26]=1[O:29][CH2:30][O:31][CH3:32])=[O:4] |f:2.3,4.5.6,^1:53,55,74,93|. Procedure details: Prepare a mixture of 4-Methyl-2-trifluoromethanesulfonyloxy-cyclopent-1-enecarboxylic acid methyl ester 3a (2.5 g, 8.7 mmol), 2,5-Bis-methoxymethoxy phenylboronic acid 7 (2.31 g, 9.5 mmol), tetrakis(triphenylphosphine)palladium (485 mg, 0.435 mmol), and LiCl (1.1 g, 26.1 mmol) in DME (80 mL). Add 2.0 M solution of Na2CO3 (10 mL, 21.7 mmol) and heat the reaction to reflux and stir for 2 hours. Cool the reaction to room temperature and partitioned between CH2Cl2 and saturated aqueous NaHCO3. Separ...